This data is from the Open Reaction Database (ORD), a public repository of structured organic reaction records. The task is: describe an organic reaction: reactants, conditions, products, and yield Starting materials: C(C)OCCO (2-ethoxyethanol), O=C1C(C(CC(C1)=O)C1=CC=C(C=C1)C)C(=O)OCC (ethyl 2,4-dioxo-6-p-tolylcyclohexanecarboxylate), C1(=CC=C(C=C1)S(=O)(=O)O)C (p-toluenesulphonic acid), C(=O)([O-])[O-].[Na+].[Na+] (Na2CO3). Conditions: time 16 hour. Yields the product C(C)OCCOC1=CC(C(C(C1)C1=CC=C(C=C1)C)C(=O)OCC)=O (ethyl 4-ethoxyethoxy-2-oxo-6-p-tolyl-3cyclohexenecarboxylate). RXN SMILES: [O:1]=[C:2]1[CH2:7][C:6](=[O:8])[CH2:5][CH:4]([C:9]2[CH:14]=[CH:13][C:12]([CH3:15])=[CH:11][CH:10]=2)[CH:3]1[C:16]([O:18][CH2:19][CH3:20])=[O:17].C1(C)C=CC(S(O)(=O)=O)=CC=1.C([O-])([O-])=O.[Na+].[Na+].[CH2:38]([O:40][CH2:41][CH2:42]O)[CH3:39]>>[CH2:38]([O:40][CH2:41][CH2:42][O:8][C:6]1[CH2:5][CH:4]([C:9]2[CH:14]=[CH:13][C:12]([CH3:15])=[CH:11][CH:10]=2)[CH:3]([C:16]([O:18][CH2:19][CH3:20])=[O:17])[C:2](=[O:1])[CH:7]=1)[CH3:39] |f:2.3.4|. Procedure: A mixture of ethyl 2,4-dioxo-6-p-tolylcyclohexanecarboxylate (5 g.) prepared as in Example 1, and p-toluenesulphonic acid (0.5 g.) dissolved in 2-ethoxyethanol (50 ml.) was allowed to stand at 25° C for 16 hrs. Pouring the mixture into excess aqueous Na2CO3 solution followed by ether extraction afforded a mauve coloured solution containing the product. After decolourisation of the solution with activated charcoal, evaporation of solvents and crystallisation of the residue from ether/cyclohexane ... Starting materials: OCC(=O)[C@@H](O)[C@H](O)[C@@H](O)CO (L-sorbose), [Sb](Cl)(Cl)(Cl)(Cl)Cl (antimony pentachloride), 3m. Run in CC(=O)C (acetone). Conditions: temperature 61 celsius, time 8 hour. The product is CC1(OCC2C(O1)C3C(O2)(OC(O3)(C)C)CO)C (2,3:4,6-di-O-isopropylidene-α-L-sorbofuranose). Isolated yield 170.1%. As a reaction SMILES: [OH:1][CH2:2][C:3]([C@H:5]([C@@H:7]([C@H:9]([CH2:11][OH:12])[OH:10])[OH:8])[OH:6])=[O:4].[Sb](Cl)(Cl)(Cl)(Cl)Cl>CC(C)=O>[CH3:2][C:3]1([CH3:5])[O:6][CH:5]2[CH:7]3[O:8][C:9]([CH3:11])([CH3:7])[O:10][C:9]3([CH2:11][OH:12])[O:4][CH:3]2[CH2:2][O:1]1. Reported procedure: To 200 ml of acetone were added 10.0 g of L-sorbose and 89.7 mg of antimony pentachloride, and the mixture was refluxed with stirring in a water bath of 61° C. for 8 hours. During this reaction, the refluxing solvent was dried with 35 g of Molecular Sieves 3A interposed between the reaction vessel and the condenser. After completion of the reaction, the total volume of the reaction mixture was adjusted to 200 ml, and the quantitative analysis by gas chromatography (column: 3% Silicon OV-17, on U... Starting materials: BrC1=CC=C(C=O)C=C1 (4-bromobenzaldehyde), C(CCC)[Sn](C=1SC=CN1)(CCCC)CCCC (2-tributylstannylthiazole). Reagents/catalysts: C1(=CC=CC=C1)P(C1=CC=CC=C1)C1=CC=CC=C1.C1(=CC=CC=C1)P(C1=CC=CC=C1)C1=CC=CC=C1.[Pd](Cl)Cl (palladium dichloride bis(triphenylphosphine)). Solvent: CC#N (MeCN). Reaction conditions: temperature 60 celsius. Yields the product S1C(=NC=C1)C1=CC=C(C=O)C=C1 (4-thiazol-2-yl-benzaldehyde). The yield is 79.2%. As a reaction SMILES: Br[C:2]1[CH:9]=[CH:8][C:5]([CH:6]=[O:7])=[CH:4][CH:3]=1.C([Sn](CCCC)(CCCC)[C:15]1[S:16][CH:17]=[CH:18][N:19]=1)CCC>CC#N.C1(P(C2C=CC=CC=2)C2C=CC=CC=2)C=CC=CC=1.C1(P(C2C=CC=CC=2)C2C=CC=CC=2)C=CC=CC=1.[Pd](Cl)Cl>[S:16]1[CH:17]=[CH:18][N:19]=[C:15]1[C:2]1[CH:9]=[CH:8][C:5]([CH:6]=[O:7])=[CH:4][CH:3]=1 |f:3.4.5|. Reported procedure: To a solution of 0.500 g (2.70 mmol) of 4-bromobenzaldehyde and 1.00 g (2.67 mmol) of 2-tributylstannylthiazole in MeCN (25 mL), degassed by bubbling N2 through for 10 min, was added 0.100 g (0.140 mmol) of palladium dichloride bis(triphenylphosphine). The mixture was heated to 60° C. for 15 h. The mixture was cooled to room temperature and filtered through diatomaceous earth. The mixture was diluted with H2O and washed with EtOAc. The combined organic phase was dried over anhydrous Na2SO4 and c... Reactants: C1CCC(CC1)N=C=NC2CCCCC2 (DCC), C(CC(C)C)(=O)O (isovaleric acid), CS(=O)(=O)OC1=CC2=CC=C(C=C2C=C1)C(N)=N (6-amidino-2-naphthol methanesulfonate). Run in N1=CC=CC=C1 (pyridine). Run at time 30 minute. The product is C(CC(C)C)(=O)OC1=CC2=CC=C(C=C2C=C1)C(N)=N (6-amidino-2-naphthyl isovalerate). Isolated yield 42.0%. As a reaction SMILES: [C:1]([OH:7])(=[O:6])[CH2:2][CH:3]([CH3:5])[CH3:4].C1CCC(N=C=NC2CCCCC2)CC1.CS(O[C:28]1[CH:37]=[CH:36][C:35]2[C:30](=[CH:31][CH:32]=[C:33]([C:38](=[NH:40])[NH2:39])[CH:34]=2)[CH:29]=1)(=O)=O>N1C=CC=CC=1>[C:1]([O:7][C:28]1[CH:37]=[CH:36][C:35]2[C:30](=[CH:31][CH:32]=[C:33]([C:38](=[NH:39])[NH2:40])[CH:34]=2)[CH:29]=1)(=[O:6])[CH2:2][CH:3]([CH3:5])[CH3:4]. Procedure details: To a solution of 1.8 g of isovaleric acid in 50 ml of anhydrous pyridine, while being cooled in ice, was added 4.4 g of DCC. After stirring for 30 minutes, 5.0 g of 6-amidino-2-naphthol methanesulfonate was added to the mixture and further stirred overnight at room temperature. The precipitate was collected by filtration, washed with a small volume of pyridine, then with acetone, and dissolved in methanol at room temperature. The insolubles were collected by filtration and washed with a small vo... Reactants: ClC=1N=NC=C(C1Cl)C1=CC=C(C=C1)Cl (3,4-dichloro-5-(4-chlorophenyl)pyridazine), NN (hydrazine). The solvent is 2-BuOH. Conditions: temperature 60 celsius, time 5 hour. The product is ClC1=C(N=NC=C1C1=CC=C(C=C1)Cl)NN (1-(4-chloro-5-(4-chlorophenyl)pyridazin-3-yl)hydrazine), ClC=1N=NC=C(C1NN)C1=CC=C(C=C1)Cl (1-(3-chloro-5-(4-chlorophenyl)pyridazin-4-yl)hydrazine). Yield: 169.3%. As a reaction SMILES: [Cl:1][C:2]1[N:3]=[N:4][CH:5]=[C:6]([C:9]2[CH:14]=[CH:13][C:12]([Cl:15])=[CH:11][CH:10]=2)[C:7]=1[Cl:8].[NH2:16][NH2:17]>>[Cl:8][C:7]1[C:6]([C:9]2[CH:14]=[CH:13][C:12]([Cl:15])=[CH:11][CH:10]=2)=[CH:5][N:4]=[N:3][C:2]=1[NH:16][NH2:17].[Cl:1][C:2]1[N:3]=[N:4][CH:5]=[C:6]([C:9]2[CH:14]=[CH:13][C:12]([Cl:15])=[CH:11][CH:10]=2)[C:7]=1[NH:16][NH2:17]. Procedure: To a stirring suspension of 3,4-dichloro-5-(4-chlorophenyl)pyridazine (2.58 g, 10 mmol) in 2-BuOH (150 mL) at RT was added anhydrous hydrazine (4.80 g, 150 mmol). The reaction mixture was heated at 60° C. under argon. HPLC/MS analysis indicated that the reaction was complete after 5 h. The reaction mixture was cooled to 0° C., and the product was collected by filtration. The solid was then washed with ice-cold 2-propanol (10 mL×2). After drying the solid under vacuum at room temperature for 16 h... Starting materials: ClC1=CC=C(C=C1)C=1C=2N(CCC1)C=CN2 (8-(4-Chlorophenyl)-5,6-dihydroimidazo[1,2-a]pyridine). Reagents/catalysts: [O-2].[O-2].[Mn+4] (manganese dioxide). Run in C(Cl)Cl (methylene chloride). Yields the product ClC1=CC=C(C=C1)C=1C=2N(C=CC1)C=CN2 (8-(4-Chlorophenyl)imidazol[1,2-a]pyridine). Reaction SMILES: [Cl:1][C:2]1[CH:7]=[CH:6][C:5]([C:8]2[C:9]3[N:10]([CH:14]=[CH:15][N:16]=3)[CH2:11][CH2:12][CH:13]=2)=[CH:4][CH:3]=1>C(Cl)Cl.[O-2].[O-2].[Mn+4]>[Cl:1][C:2]1[CH:3]=[CH:4][C:5]([C:8]2[C:9]3[N:10]([CH:14]=[CH:15][N:16]=3)[CH:11]=[CH:12][CH:13]=2)=[CH:6][CH:7]=1 |f:2.3.4|. Reported procedure: Combine 30 g (0.12 mol) of the product from Example 1 with 150 g of "activated" manganese dioxide in 500 ml of methylene chloride, and heat to reflux for 6 hr. Filter off the solids and remove the solvent in vacuo. The residue is crystallized from ether to provide the title compound.